From a dataset of the Open Reaction Database (ORD), a public repository of structured organic reaction records. describe an organic reaction: reactants, conditions, products, and yield Yields the product CC1=CC=2C(=NC(N2)=O)C=C1 (5-methyl-benzimidazol-2-one). Procedure details: 53 g (0.54 mol) of phosgene are passed into 61 g (0.5 mol) of 4-methyl-1,2-diaminobenzene in 450 ml of water and the pH is simultaneously kept constant at 7.2 with 86 g (1.08 mol) of 50% strength aqueous sodium hydroxide solution. After cooling, 72 g of precipitated 5-methyl-benzimidazol-2-one of melting point 290° C. are obtained, which corresponds to a yield of 97% of theory. Reactants: C(=O)(Cl)Cl (phosgene), CC1=CC(=C(C=C1)N)N (4-methyl-1,2-diaminobenzene), [OH-].[Na+] (sodium hydroxide). Isolated yield 98.5%. Reaction SMILES: [C:1](Cl)(Cl)=[O:2].[CH3:5][C:6]1[CH:11]=[CH:10][C:9]([NH2:12])=[C:8]([NH2:13])[CH:7]=1.[OH-].[Na+]>O>[CH3:5][C:6]1[CH:11]=[CH:10][C:9]2=[N:12][C:1](=[O:2])[N:13]=[C:8]2[CH:7]=1 |f:2.3|. Solvent: O (water).